From a dataset of the Open Reaction Database (ORD), a public repository of structured organic reaction records. describe an organic reaction: reactants, conditions, products, and yield The reactants are COC(NC(C(C)C)C(=O)N1C(CCC1)C=1NC(=CN1)C1=CC2=CC=C(C=C2C=C1)C1=CC=C(C=C1)C=1NC(=NC1)C1N(CCC1)C(C(C1=CC=CC=C1)NC(=O)OC(C)(C)C)=O)=O ([1-(2-{5-[6-(4-{2-[1-(2-tert-Butoxycarbonylamino-2-phenyl-acetyl)-pyrrolidin-2-yl]-3H-imidazol-4-yl}-phenyl)-naphthalen-2-yl]-1H-imidazol-2-yl}-pyrrolidine-1-carbonyl)-2-methyl-propyl]-carbamic acid methyl ester), COC(=O)NC(C(=O)O)C=1C=C(C=CC1)C (Methoxycarbonylamino-m-tolyl-acetic acid). The product is COC(NC(C(C)C)C(=O)N1C(CCC1)C=1NC(=CN1)C1=CC2=CC=C(C=C2C=C1)C1=CC=C(C=C1)C=1NC(=NC1)C1N(CCC1)C(C(C=1C=C(C=CC1)C)NC(=O)OC)=O)=O ([1-(2-{5-[6-(4-{2-[1-(2-Methoxycarbonylamino-2-m-tolyl-acetyl)-pyrrolidin-2-yl]-3H-imidazol-4-yl}-phenyl)-naphthalen-2-yl]-1H-imidazol-2-yl}-pyrrolidine-1-carbonyl)-2-methyl-propyl]-carbamic acid methyl ester). Yield: 34.0%. Reaction SMILES: [CH3:1][O:2][C:3](=[O:64])[NH:4][CH:5]([C:9]([N:11]1[CH2:15][CH2:14][CH2:13][CH:12]1[C:16]1[NH:17][C:18]([C:21]2[CH:30]=[CH:29][C:28]3[C:23](=[CH:24][CH:25]=[C:26]([C:31]4[CH:36]=[CH:35][C:34]([C:37]5[NH:38][C:39]([CH:42]6[CH2:46][CH2:45][CH2:44][N:43]6[C:47](=[O:63])[CH:48]([NH:55][C:56]([O:58][C:59](C)(C)C)=[O:57])[C:49]6[CH:54]=[CH:53][CH:52]=[CH:51][CH:50]=6)=[N:40][CH:41]=5)=[CH:33][CH:32]=4)[CH:27]=3)[CH:22]=2)=[CH:19][N:20]=1)=[O:10])[CH:6]([CH3:8])[CH3:7].[CH3:65]OC(NC(C1C=C(C)C=CC=1)C(O)=O)=O>>[CH3:1][O:2][C:3](=[O:64])[NH:4][CH:5]([C:9]([N:11]1[CH2:15][CH2:14][CH2:13][CH:12]1[C:16]1[NH:17][C:18]([C:21]2[CH:30]=[CH:29][C:28]3[C:23](=[CH:24][CH:25]=[C:26]([C:31]4[CH:32]=[CH:33][C:34]([C:37]5[NH:38][C:39]([CH:42]6[CH2:46][CH2:45][CH2:44][N:43]6[C:47](=[O:63])[CH:48]([NH:55][C:56]([O:58][CH3:59])=[O:57])[C:49]6[CH:50]=[C:51]([CH3:65])[CH:52]=[CH:53][CH:54]=6)=[N:40][CH:41]=5)=[CH:35][CH:36]=4)[CH:27]=3)[CH:22]=2)=[CH:19][N:20]=1)=[O:10])[CH:6]([CH3:8])[CH3:7]. Reported procedure: This compound was prepared using the procedure used to prepare [1-(2-{5-[6-(4-{2-[1-(2-tert-Butoxycarbonylamino-2-phenyl-acetyl)-pyrrolidin-2-yl]-3H-imidazol-4-yl}-phenyl)-naphthalen-2-yl]-1H-imidazol-2-yl}-pyrrolidine-1-carbonyl)-2-methyl-propyl]-carbamic acid methyl ester using Methoxycarbonylamino-m-tolyl-acetic acid (0.046 g, 0.206 mmol) to provide [1-(2-{5-[6-(4-{2-[1-(2-Methoxycarbonylamino-2-m-tolyl-acetyl)-pyrrolidin-2-yl]-3H-imidazol-4-yl}-phenyl)-naphthalen-2-yl]-1H-imidazol-2-yl}-pyrr...